This data is from the Open Reaction Database (ORD), a public repository of structured organic reaction records. The task is: describe an organic reaction: reactants, conditions, products, and yield Reactants: [Na] (sodium), N1N=CC=C1 (pyrazole), [Na+].[Cl-] (NaCl), C(CCCCCCC)C1=CC=C(OCC2OC2)C=C1 (2-(4-octylphenoxymethyl)oxirane). Solvent: C1CCOC1 (THF), C1CCOC1 (THF), C1CCOC1 (THF). Conditions: time 2 hour. Yields the product C(CCCCCCC)C1=CC=C(OCC(CN2N=CC=C2)O)C=C1 (1-(4-Octylphenoxy)-3-(pyrazol-1-yl)propan-2-ol). As a reaction SMILES: [Na].[NH:2]1[CH:6]=[CH:5][CH:4]=[N:3]1.[CH2:7]([C:15]1[CH:25]=[CH:24][C:18]([O:19][CH2:20][CH:21]2[CH2:23][O:22]2)=[CH:17][CH:16]=1)[CH2:8][CH2:9][CH2:10][CH2:11][CH2:12][CH2:13][CH3:14].[Na+].[Cl-]>C1COCC1>[CH2:7]([C:15]1[CH:16]=[CH:17][C:18]([O:19][CH2:20][CH:21]([OH:22])[CH2:23][N:2]2[CH:6]=[CH:5][CH:4]=[N:3]2)=[CH:24][CH:25]=1)[CH2:8][CH2:9][CH2:10][CH2:11][CH2:12][CH2:13][CH3:14] |f:3.4,^1:0|. Procedure: 0.091 g (3.96 mmol) sodium is mixed with 5 ml absolute THF and with a solution of 0.268 g (3.94 mmol) pyrazole in 15 absolute THF. Having stirred at room temperature for 2 hours, a solution of 0.690 g (2.63 mmol) 2-(4-octylphenoxymethyl)oxirane in 10 ml THF is added drop-wise and boiled under reflux for 8 hours. The cooled reaction mixture is poured into semi-saturated NaCl solution and extracted four times using diethyl ether. The combined organic phases are concentrated to half the volume on t... The reactants are CN(N)C1=NC(=NC(=C1)C1=CC=CC=C1)C (N-methyl-N-(2-methyl-6-phenyl-pyrimidin-4-yl)-hydrazine), CC1=CC=C(C=C1)C(=O)C (4-methylacetophenone), cream solid. Solvent: C(C)O (ethanol). Product: CN(N=C(C)C1=CC=C(C=C1)C)C1=NC(=NC(=C1)C1=CC=CC=C1)C (N-Methyl-N-(2-methyl-6-phenyl-pyrimidin-4-yl)-N′-[1-p-tolyl-ethylidene]-hydrazine). Reaction SMILES: [CH3:1][N:2]([C:4]1[CH:9]=[C:8]([C:10]2[CH:15]=[CH:14][CH:13]=[CH:12][CH:11]=2)[N:7]=[C:6]([CH3:16])[N:5]=1)[NH2:3].[CH3:17][C:18]1[CH:23]=[CH:22][C:21]([C:24]([CH3:26])=O)=[CH:20][CH:19]=1>C(O)C>[CH3:1][N:2]([C:4]1[CH:9]=[C:8]([C:10]2[CH:11]=[CH:12][CH:13]=[CH:14][CH:15]=2)[N:7]=[C:6]([CH3:16])[N:5]=1)[N:3]=[C:24]([C:21]1[CH:22]=[CH:23][C:18]([CH3:17])=[CH:19][CH:20]=1)[CH3:26]. Reported procedure: The title compound was prepared from N-methyl-N-(2-methyl-6-phenyl-pyrimidin-4-yl)-hydrazine (196 mg, 0.91 mmol) and 4-methylacetophenone (122 μL, 0.91 mmol) in 10 mL of ethanol by a procedure similar to example 8, step 4 yielding 180 mg (60%) of a cream solid. HPLC Purity: 97%. Procedure: Prepared analogously to Example 4 from 8-chloro-6-hydroxy-4,4-dimethyl-4H-3,1-benzoxazin-2-one and 4-phenylsulfinyl-butylbromide. Yields the product ClC1=CC(=CC=2C(OC(NC21)=O)(C)C)OCCCCS(=O)C2=CC=CC=C2 (8-Chloro-6-(4-phenylsulfinyl-butoxy)-4,4-dimethyl-4H-3,1-benzoxazin-2-one). Starting materials: ClC1=CC(=CC=2C(OC(NC21)=O)(C)C)O (8-chloro-6-hydroxy-4,4-dimethyl-4H-3,1-benzoxazin-2-one), C1(=CC=CC=C1)S(=O)CCCCBr (4-phenylsulfinyl-butylbromide). Reaction SMILES: [Cl:1][C:2]1[C:11]2[NH:10][C:9](=[O:12])[O:8][C:7]([CH3:14])([CH3:13])[C:6]=2[CH:5]=[C:4]([OH:15])[CH:3]=1.[C:16]1([S:22]([CH2:24][CH2:25][CH2:26][CH2:27]Br)=[O:23])[CH:21]=[CH:20][CH:19]=[CH:18][CH:17]=1>>[Cl:1][C:2]1[C:11]2[NH:10][C:9](=[O:12])[O:8][C:7]([CH3:13])([CH3:14])[C:6]=2[CH:5]=[C:4]([O:15][CH2:27][CH2:26][CH2:25][CH2:24][S:22]([C:16]2[CH:21]=[CH:20][CH:19]=[CH:18][CH:17]=2)=[O:23])[CH:3]=1.